Dataset: the Open Reaction Database (ORD), a public repository of structured organic reaction records. Task: describe an organic reaction: reactants, conditions, products, and yield Reactants: CN(C)c1ccccc1, Cc1nc2ccccc2c(=O)[nH]1, Cc1ccccc1, O=P(Cl)(Cl)Cl. Product: Cc1nc(Cl)c2ccccc2n1. As a reaction SMILES: [CH3:18][N:19]([CH3:20])[c:21]1[cH:22][cH:23][cH:24][cH:25][cH:26]1.[CH3:1][c:2]1[n:3][c:4]2[cH:5][cH:6][cH:7][cH:8][c:9]2[c:10](=[O:12])[nH:11]1.[CH3:27][c:28]1[cH:29][cH:30][cH:31][cH:32][cH:33]1.[P:13]([Cl:14])([Cl:15])([Cl:16])=[O:17]>>[CH3:1][c:2]1[n:3][c:4]2[cH:5][cH:6][cH:7][cH:8][c:9]2[c:10]([Cl:15])[n:11]1. The reactants are SPC 118, C=CC(C)=C (isoprene), 75, C(C)(=O)O (acetic acid). Conditions: temperature 40 celsius, time 6 hour. Yields the product CC(C)(C=C)O (2-methyl-3-butene-2-ol), CC(=CCO)C (3-methyl-2-butene-1-ol), C(C=C(C)C)CC(=O)[O-] (prenylacetate). As a reaction SMILES: [CH2:1]=[CH:2][C:3](=[CH2:5])[CH3:4].[C:6]([OH:9])(=[O:8])[CH3:7]>>[CH3:5][C:3]([OH:8])([CH:2]=[CH2:1])[CH3:4].[CH3:1][C:2]([CH3:3])=[CH:7][CH2:6][OH:9].[CH2:1]([CH2:7][C:6]([O-:9])=[O:8])[CH:2]=[C:3]([CH3:4])[CH3:5]. Procedure details: Analogous with Example 1, a homogeneous solution of 5.6 grams (0.08 moles) of isoprene and 10 milliliters of a 75 volume percent aqueous acetic acid solution was reacted at 40° C. in the presence of 5 grams of a cation exchanger sold under the trademark Lewatit SPC 118 (mole ratio of acetic acid to isoprene 15.6 to 8.7; mole ratio of water to isoprene=17.3). After stirring at 40° C. for 6 hours, the reaction was 73 percent complete. There was obtained 2-methyl-3-butene-2-ol with a yield of 48 pe... The reactants are CC(C(=O)O)(C)SC1=CN=C(S1)NC(=O)N(CCCCC1=CC=CC=C1)[C@@H]1CC[C@H](CC1)C (2-methyl-2-{2-[3-(trans-4-methyl-cyclohexyl)-3-(4-phenyl-butyl)-ureido]-thiazol-5-ylsulfanyl}-propionic acid), C(CC#C)O (3-butyn-1-ol), C(C)OC(C(C)SC1=CN=C(S1)N)=O ((2-amino-thiazol-5-ylsulfanyl)-propionic acid ethyl ester). Yields the product C(CC#C)N(C(NC=1SC(=CN1)SCC(=O)O)=O)[C@@H]1CC[C@H](CC1)C ({2-[3-(But-3-ynyl)-3-(trans-4-methyl-cyclohexyl)-ureido]-thiazol-5-ylsulfanyl}-acetic acid). Reaction SMILES: C[C:2]([S:7][C:8]1[S:12][C:11]([NH:13][C:14]([N:16]([C@H:27]2[CH2:32][CH2:31][C@H:30]([CH3:33])[CH2:29][CH2:28]2)[CH2:17][CH2:18][CH2:19][CH2:20]C2C=CC=CC=2)=[O:15])=[N:10][CH:9]=1)(C)[C:3]([OH:5])=[O:4].C(O)CC#C.C(OC(=O)C(SC1SC(N)=NC=1)C)C>>[CH2:17]([N:16]([C@H:27]1[CH2:32][CH2:31][C@H:30]([CH3:33])[CH2:29][CH2:28]1)[C:14](=[O:15])[NH:13][C:11]1[S:12][C:8]([S:7][CH2:2][C:3]([OH:5])=[O:4])=[CH:9][N:10]=1)[CH2:18][C:19]#[CH:20]. Procedure: The compound was prepared following an analogous procedure to the one described for the synthesis of 2-methyl-2-{2-[3-(trans-4-methyl-cyclohexyl)-3-(4-phenyl-butyl)-ureido]-thiazol-5-ylsulfanyl}-propionic acid using 3-butyn-1-ol and (2-amino-thiazol-5-ylsulfanyl)-propionic acid ethyl ester. Reactants: C(=O)(O)C12CCC(CC1)(CC2)NCC(=O)N2[C@@H](C[C@@H](C2)F)C#N ((2S,4S)-1-[[N-(4-carboxybicyclo[2.2.2]oct-1-yl)amino]acetyl]-4-fluoropyrrolidine-2-carbonitrile), ClC1=C(CBr)C(=CC=C1)Cl (2,6-dichlorobenzyl bromide). The product is ClC1=C(COC(=O)C23CCC(CC2)(CC3)NCC(=O)N3[C@@H](C[C@@H](C3)F)C#N)C(=CC=C1)Cl ((2S,4S)-1-[[N-[4-(2,6-dichlorobenzyl)oxycarbonylbicyclo[2.2.2]oct-1-yl]amino]acetyl]-4-fluoropyrrolidine-2-carbonitrile). RXN SMILES: [C:1]([C:4]12[CH2:11][CH2:10][C:7]([NH:12][CH2:13][C:14]([N:16]3[CH2:20][C@@H:19]([F:21])[CH2:18][C@H:17]3[C:22]#[N:23])=[O:15])([CH2:8][CH2:9]1)[CH2:6][CH2:5]2)([OH:3])=[O:2].[Cl:24][C:25]1[CH:32]=[CH:31][CH:30]=[C:29]([Cl:33])[C:26]=1[CH2:27]Br>>[Cl:24][C:25]1[CH:32]=[CH:31][CH:30]=[C:29]([Cl:33])[C:26]=1[CH2:27][O:2][C:1]([C:4]12[CH2:11][CH2:10][C:7]([NH:12][CH2:13][C:14]([N:16]3[CH2:20][C@@H:19]([F:21])[CH2:18][C@H:17]3[C:22]#[N:23])=[O:15])([CH2:8][CH2:9]1)[CH2:6][CH2:5]2)=[O:3]. The yield is 89.4%. Procedure details: In a similar manner to Example 8, (2S,4S)-1-[[N-(4-carboxybicyclo[2.2.2]oct-1-yl)amino]acetyl]-4-fluoropyrrolidine-2-carbonitrile (30.0 mg) and 2,6-dichlorobenzyl bromide (24.5 mg) were used to obtain (2S,4S)-1-[[N-[4-(2,6-dichlorobenzyl)oxycarbonylbicyclo[2.2.2]oct-1-yl]amino]acetyl]-4-fluoropyrrolidine-2-carbonitrile (40.0 mg). The reactants are aqueous solution, C(C=C)(=O)N (acrylamide), [Cl-].C[N+](CCOC(C=C)=O)(C)C (2-trimethylammonioethylacrylate chloride), C(C)(C)(C)OC(C=C)=O (t-butylacrylate). Run in C(C)(C)O (isopropanol). Run at temperature 75 celsius. Yields the product C(C)(C)(C)OC(C=C)=O.C(C=C)(=O)N (t-Butylacrylate Acrylamide). As a reaction SMILES: [Cl-].C[N+](C)(C)CCOC(=O)C=C.[C:13]([O:17][C:18](=[O:21])[CH:19]=[CH2:20])([CH3:16])([CH3:15])[CH3:14].[C:22]([NH2:26])(=[O:25])[CH:23]=[CH2:24]>C(O)(C)C>[C:13]([O:17][C:18](=[O:21])[CH:19]=[CH2:20])([CH3:16])([CH3:15])[CH3:14].[C:22]([NH2:26])(=[O:25])[CH:23]=[CH2:24] |f:0.1,5.6|. Procedure details: To a 500 mL round-bottom, three-neck flask fitted with a thermocouple, reflux condenser, and septum was added 150 mL of isopropanol followed by 16.13 g of a 50% aqueous solution of 2-trimethylammonioethylacrylate chloride, 8.06 g of t-butylacrylate, and 8.06 g of acrylamide. The solution was purged with nitrogen for 1 hour and 0.5 g AIBN was added. The mixture was purged for ~ 15 minutes until all of the AIBN dissolved. The solution was heated to 75° C. under nitrogen for 16 hours. Reactants: C1CC(=O)N(C1=O)Br (NBS), FC1=CC=C(C=C1)C=1OC=C(N1)C1=NC=CC=N1 (2-[2-(4-Fluorophenyl)-1,3-oxazol-4-yl]pyrimidine), C(C)(=O)O (acetic acid). Solvent: ClCCl (dichloromethane). Reaction conditions: time 3 hour. Yields the product BrC1=C(N=C(O1)C1=CC=C(C=C1)F)C1=NC=CC=N1 (2-[5-Bromo-2-(4-fluorophenyl)-1,3-oxazol-4-yl]pyrimidine). Reaction SMILES: C1C(=O)N([Br:8])C(=O)C1.[F:9][C:10]1[CH:15]=[CH:14][C:13]([C:16]2[O:17][CH:18]=[C:19]([C:21]3[N:26]=[CH:25][CH:24]=[CH:23][N:22]=3)[N:20]=2)=[CH:12][CH:11]=1.C(O)(=O)C>ClCCl>[Br:8][C:18]1[O:17][C:16]([C:13]2[CH:14]=[CH:15][C:10]([F:9])=[CH:11][CH:12]=2)=[N:20][C:19]=1[C:21]1[N:26]=[CH:25][CH:24]=[CH:23][N:22]=1. Procedure: NBS (2.03 g, 11.4 mmol) and 2-[2-(4-fluorophenyl)-1,3-oxazol-4-yl]pyrimidine (1.4) (2.5 g, 10.36 mmol) in a solvent mixture of 1:1 acetic acid and dichloromethane were stirred at room temperature for 3 hr. Then the solvents were removed in vacuo, and the resulting residue was dissolved in EtOAc. The solution was washed with aqueous Na2S2O3 and brine, and dried over MgSO4. The drying agent was filtered off and the filtrate was concentrated to give the title compound. LC-MS m/z 321.96 [M+1]+. Starting materials: ice, N1=C(N=CC=C1)CNC1=C(C=CC=C1C)C (N-(pyrimidin-2-yl-methyl)-2,6-dimethylaniline), N1=CC=CC=C1 (pyridine), O1CCCC1 (tetrahydrofuran), ClCC(=O)Cl (chloroacetyl chloride). Product: CC(C(=O)N(C1=CC=CC=C1)CC1=NC(=CC=N1)C)Cl (2,6-dimethyl-N-(pyrimidin-2-yl-methyl)-chloroacetanilide). Isolated yield 71.0%. As a reaction SMILES: [N:1]1C=CC=[N:3][C:2]=1[CH2:7][NH:8][C:9]1[C:14](C)=[CH:13][CH:12]=[CH:11][C:10]=1C.N1C=CC=C[CH:18]=1.[Cl:23][CH2:24][C:25](Cl)=[O:26].O1[CH2:32][CH2:31][CH2:30][CH2:29]1>>[CH3:18][CH:24]([Cl:23])[C:25]([N:8]([CH2:7][C:2]1[N:1]=[CH:32][CH:31]=[C:30]([CH3:29])[N:3]=1)[C:9]1[CH:10]=[CH:11][CH:12]=[CH:13][CH:14]=1)=[O:26]. Procedure details: 8.5 g (0.04 mol) of N-(pyrimidin-2-yl-methyl)-2,6-dimethylaniline and 3.2 g (0.04 mol) of pyridine were heated under reflux in 20 ml of tetrahydrofuran. 4.5 g (0.04 mol) of chloroacetyl chloride were added dropwise to this mixture. The reaction mixture was stirred under reflux for 5 hours and then poured onto 300 g of ice. The crystalline precipitate formed was filtered off, washed with water and recrystallized from carbon tetrachloride. 8.2 g (71% of theory) of 2,6-dimethyl-N-(pyrimidin-2-yl-me... Starting materials: C1(=CC=CC=C1)S(=O)(=O)NC1CC2=CC=C(C=C2C1)\C(=C/C(=O)O)\C (3-(2-benzenesulphonamido-indan-5-yl)-crotonic acid), O1CCOCC1 (dioxan). The reagents and catalysts are [Ni] (Raney nickel). Reaction conditions: time 8 hour. Product: C1(=CC=CC=C1)S(=O)(=O)NC1CC2=CC=C(C=C2C1)C(CC(=O)OC)C (Methyl 3-(2-benzenesulphonamido-indan-5-yl)-butyrate). Reaction SMILES: [C:1]1([S:7]([NH:10][CH:11]2[CH2:19][C:18]3[C:13](=[CH:14][CH:15]=[C:16](/[C:20](/[CH3:25])=[CH:21]\[C:22]([OH:24])=[O:23])[CH:17]=3)[CH2:12]2)(=[O:9])=[O:8])[CH:6]=[CH:5][CH:4]=[CH:3][CH:2]=1.O1CCOC[CH2:27]1>[Ni]>[C:1]1([S:7]([NH:10][CH:11]2[CH2:19][C:18]3[C:13](=[CH:14][CH:15]=[C:16]([CH:20]([CH3:25])[CH2:21][C:22]([O:24][CH3:27])=[O:23])[CH:17]=3)[CH2:12]2)(=[O:9])=[O:8])[CH:2]=[CH:3][CH:4]=[CH:5][CH:6]=1. Reported procedure: 3.2 g (8.95 mmol) of 3-(2-benzenesulphonamido-indan-5-yl)-crotonic acid in 50 ml of dioxan are hydrogenated in the presence of Raney nickel at room temperature under a hydrogen pressure of 3.5 bar. The mixture is filtered, the filtrate is evaporated, the residue is dissolved in 20 ml of methanol, and 1.5 ml of thionyl chloride are added dropwise at -50° C. The mixture is allowed to stand overnight at room temperature and is evaporated again, and the residue is chromatographed over silica gel usi...